From a dataset of the Open Reaction Database (ORD), a public repository of structured organic reaction records. describe an organic reaction: reactants, conditions, products, and yield Starting materials: C(#N)[BH3-].[Na+] (sodium cyanoborohydride), ClC=1C=C(CNC(=O)NC=2SC=C(N2)C=O)C=CC1Cl (1-(3,4-dichlorobenzyl)-3-(4-formylthiazol-2-yl) urea), NCCCP(O)(O)=O (3-aminopropylphosphonic acid), [OH-].[Na+] (sodium hydroxide). The reagents and catalysts are [Br-].C(CCC)[N+](CCCC)(CCCC)CCCC (tetrabutylammonium bromide). Solvent: CO (MeOH). Reaction conditions: time 8 hour. The product is ClC=1C=C(CNC(NC=2SC=C(N2)CNCCCP(O)(O)=O)=O)C=CC1Cl (3-((2-(3-(3,4-dichlorobenzyl)ureido)thiazol-4-yl)methylamino)propylphosphonic acid). Reaction SMILES: [Cl:1][C:2]1[CH:3]=[C:4]([CH:17]=[CH:18][C:19]=1[Cl:20])[CH2:5][NH:6][C:7]([NH:9][C:10]1[S:11][CH:12]=[C:13]([CH:15]=O)[N:14]=1)=[O:8].[OH-].[Na+].[NH2:23][CH2:24][CH2:25][CH2:26][P:27](=[O:30])([OH:29])[OH:28].C([BH3-])#N.[Na+]>CO.[Br-].C([N+](CCCC)(CCCC)CCCC)CCC>[Cl:1][C:2]1[CH:3]=[C:4]([CH:17]=[CH:18][C:19]=1[Cl:20])[CH2:5][NH:6][C:7](=[O:8])[NH:9][C:10]1[S:11][CH:12]=[C:13]([CH2:15][NH:23][CH2:24][CH2:25][CH2:26][P:27](=[O:28])([OH:30])[OH:29])[N:14]=1 |f:1.2,4.5,7.8|. Reported procedure: 300 mg of 1-(3,4-dichlorobenzyl)-3-(4-formylthiazol-2-yl) urea was dissolved in 5 ml MeOH. 1.0 eq. of tetrabutylammonium bromide and 1.0 eq. of sodium hydroxide were added followed by addition of 1.0 eq. of 3-aminopropylphosphonic acid. To the mixture, 3.0 eq. of sodium cyanoborohydride was added and the reaction was stirred at room temp. overnight. The reaction mixture was loaded to reverse phase column and purified by HPLC to give 3-((2-(3-(3,4-dichlorobenzyl)ureido)thiazol-4-yl)methylamino)pr... Reactants: CC=1C=CC(=C(C1)NC(=S)N)N1CCOCC1 (1-(5-methyl-2-morpholinophenyl)thiourea), CI (methyl iodide). Run in CO (methanol). The product is I.CSC(NC1=C(C=CC(=C1)C)N1CCOCC1)=N (2-methyl-1-(5-methyl-2-morpholinophenyl)-2-thiopseudourea hydroiodide). RXN SMILES: [CH3:1][C:2]1[CH:3]=[CH:4][C:5]([N:12]2[CH2:17][CH2:16][O:15][CH2:14][CH2:13]2)=[C:6]([NH:8][C:9]([NH2:11])=[S:10])[CH:7]=1.[CH3:18][I:19]>CO>[IH:19].[CH3:18][S:10][C:9](=[NH:11])[NH:8][C:6]1[CH:7]=[C:2]([CH3:1])[CH:3]=[CH:4][C:5]=1[N:12]1[CH2:17][CH2:16][O:15][CH2:14][CH2:13]1 |f:3.4|. Reported procedure: A mixture of 1-(5-methyl-2-morpholinophenyl)thiourea (14 g), methyl iodide (7.9 g) in methanol (50 ml) was heated at reflux for 2 hours to give 2-methyl-1-(5-methyl-2-morpholinophenyl)-2-thiopseudourea hydroiodide as a pale yellow solid, m.p. 157°-159° C. Reactants: CCc1nc(NC2c3ccccc3CC2O)c(C2CC2)nc1-c1ccc(Cl)cc1Cl, CCOC1Cc2ccccc2C1Nc1nc(CC)c(-c2ccc(Cl)cc2Cl)nc1CC. Product: CCOC1Cc2ccccc2C1Nc1nc(CC)c(-c2ccc(Cl)cc2Cl)nc1C1CC1. As a reaction SMILES: [CH:32]1([c:33]2[c:34]([NH:35][CH:36]3[c:37]4[c:38]([cH:39][cH:40][cH:41][cH:42]4)[CH2:43][CH:44]3[OH:45])[n:46][c:47]([CH2:48][CH3:49])[c:50](-[c:51]3[cH:52][cH:53][c:54]([Cl:55])[cH:56][c:57]3[Cl:58])[n:59]2)[CH2:60][CH2:61]1.[Cl:1][c:2]1[c:3](-[c:9]2[n:10][c:11]([CH2:30][CH3:31])[c:12]([NH:17][CH:18]3[CH:19]([O:27][CH2:28][CH3:29])[CH2:20][c:21]4[cH:22][cH:23][cH:24][cH:25][c:26]43)[n:13][c:14]2[CH2:15][CH3:16])[cH:4][cH:5][c:6]([Cl:8])[cH:7]1>>[Cl:1][c:2]1[c:3](-[c:9]2[n:10][c:11]([CH:30]3[CH2:31][CH2:32]3)[c:12]([NH:17][CH:18]3[CH:19]([O:27][CH2:28][CH3:29])[CH2:20][c:21]4[cH:22][cH:23][cH:24][cH:25][c:26]43)[n:13][c:14]2[CH2:15][CH3:16])[cH:4][cH:5][c:6]([Cl:8])[cH:7]1. Reactants: NC1=NC(=C(C(=C1C#N)C1=CC=C(C=C1)OCCO)C#N)S (2-amino-4-[4-(2-hydroxyethoxy)phenyl]-6-mercaptopyridine-3,5-dicarbonitrile), C([O-])(O)=O.[Na+] (sodium bicarbonate), ClCC(=O)CCl (1,3-dichloroacetone), FC1=CC=C(C=C1)NC(=S)N (4-fluorophenylthiourea). Solvent: C(C)O (ethanol), O (water). Yields the product NC1=NC(=C(C(=C1C#N)C1=CC=C(C=C1)OCCO)C#N)SCC=1N=C(SC1)NC1=CC=C(C=C1)F (2-Amino-6-[({2-[(4-fluorophenyl)amino]-1,3-thiazol-4-yl}methyl)thio]-4-[4-(2-hydroxyethoxy)-phenyl]pyridine-3,5-dicarbonitrile). Reaction SMILES: Cl[CH2:2][C:3]([CH2:5]Cl)=O.[F:7][C:8]1[CH:13]=[CH:12][C:11]([NH:14][C:15]([NH2:17])=[S:16])=[CH:10][CH:9]=1.[NH2:18][C:19]1[C:24]([C:25]#[N:26])=[C:23]([C:27]2[CH:32]=[CH:31][C:30]([O:33][CH2:34][CH2:35][OH:36])=[CH:29][CH:28]=2)[C:22]([C:37]#[N:38])=[C:21]([SH:39])[N:20]=1.C(=O)(O)[O-].[Na+]>C(O)C.O>[NH2:18][C:19]1[C:24]([C:25]#[N:26])=[C:23]([C:27]2[CH:28]=[CH:29][C:30]([O:33][CH2:34][CH2:35][OH:36])=[CH:31][CH:32]=2)[C:22]([C:37]#[N:38])=[C:21]([S:39][CH2:5][C:3]2[N:17]=[C:15]([NH:14][C:11]3[CH:10]=[CH:9][C:8]([F:7])=[CH:13][CH:12]=3)[S:16][CH:2]=2)[N:20]=1 |f:3.4|. Procedure: 244 mg (1.92 mmol) of 1,3-dichloroacetone are added to a solution of 327 mg (1.92 mmol) of 4-fluorophenylthiourea in 8 ml of ethanol, and the mixture is stirred under reflux for 1 h. The mixture is concentrated, the residue is dissolved in 4 ml of DMF, 429 mg (1.37 mmol) of 2-amino-4-[4-(2-hydroxyethoxy)phenyl]-6-mercaptopyridine-3,5-dicarbonitrile (preparation see WO 03/053441, Example 6/Method 1, Step 1) and 346 mg (4.1 mmol) of sodium bicarbonate are added and the mixture is stirred at RT ove... Starting materials: CCNCC, ClCCl, FC(F)=C(F)C(F)(F)F, CS(=O)(=O)OC1CC(COCCO)N(C(=O)OCc2ccc([N+](=O)[O-])cc2)C1. Yields the product CS(=O)(=O)OC1CC(COCCF)N(C(=O)OCc2ccc([N+](=O)[O-])cc2)C1. Reaction SMILES: [CH2:29]([NH:30][CH2:31][CH3:32])[CH3:33].[Cl:43][CH2:44][Cl:45].[F:34][C:35]([F:36])([F:37])[C:38]([F:39])=[C:40]([F:41])[F:42].[OH:1][CH2:2][CH2:3][O:4][CH2:5][CH:6]1[N:7]([C:16](=[O:17])[O:18][CH2:19][c:20]2[cH:21][cH:22][c:23]([N+:26](=[O:27])[O-:28])[cH:24][cH:25]2)[CH2:8][CH:9]([O:11][S:12](=[O:13])(=[O:14])[CH3:15])[CH2:10]1>>[CH2:2]([CH2:3][O:4][CH2:5][CH:6]1[N:7]([C:16](=[O:17])[O:18][CH2:19][c:20]2[cH:21][cH:22][c:23]([N+:26](=[O:27])[O-:28])[cH:24][cH:25]2)[CH2:8][CH:9]([O:11][S:12](=[O:13])(=[O:14])[CH3:15])[CH2:10]1)[F:34]. Starting materials: BrC1=CC(=C(C(=C1)C)C=1C=C(N2C1N=C(C=C2Cl)C)C#N)C (8-(4-bromo-2,6-dimethyl-phenyl)-4-chloro-2-methyl-pyrrolo[1,2-a]pyrimidine-6-carbonitrile), NC(=S)N (thiourea), [OH-].[Na+] (NaOH). The solvent is C(C)O (ethanol). Conditions: time 1 hour. Yields the product BrC1=CC(=C(C(=C1)C)C=1C=C(N2C1N=C(C=C2S)C)C#N)C (8-(4-bromo-2,6-dimethyl-phenyl)-4-mercapto-2-methyl-pyrrolo[1,2-a]pyrimidine-6-carbonitrile). Isolated yield 100.9%. As a reaction SMILES: [Br:1][C:2]1[CH:7]=[C:6]([CH3:8])[C:5]([C:9]2[CH:10]=[C:11]([C:20]#[N:21])[N:12]3[C:17](Cl)=[CH:16][C:15]([CH3:19])=[N:14][C:13]=23)=[C:4]([CH3:22])[CH:3]=1.NC(N)=[S:25].[OH-].[Na+]>C(O)C>[Br:1][C:2]1[CH:7]=[C:6]([CH3:8])[C:5]([C:9]2[CH:10]=[C:11]([C:20]#[N:21])[N:12]3[C:17]([SH:25])=[CH:16][C:15]([CH3:19])=[N:14][C:13]=23)=[C:4]([CH3:22])[CH:3]=1 |f:2.3|. Procedure: A mixture of 8-(4-bromo-2,6-dimethyl-phenyl)-4-chloro-2-methyl-pyrrolo[1,2-a]pyrimidine-6-carbonitrile (7.50 g), thiourea (7.11 g) in ethanol (50 mL) was heated at reflux for 2 h. The reaction mixture was cooled to room temperature, poured into 0.5 M NaOH aqueous solution, stirred for 1 hour and extracted with ethyl acetate. The organic layer was washed with brine, dried over anhydrous sodium sulfate and filtered. The filtrate was concentrated under reduced pressure and the residue was purified ... Starting materials: O=C1[C@H](N(CCN1)S(=O)(=O)C1=CC=C(C)C=C1)CC(=O)O ((R)-2-(3-oxo-1-tosylpiperazin-2-yl)acetic acid), [Si](C)(C)(C(C)(C)C)OCCN1N=CC=2C(CCCC12)N (1-(2-(tert-butyldimethylsilyloxy)ethyl)-4,5,6,7-tetrahydro-1H-indazol-4-amine), C=1C=CC2=C(C1)N=NN2O (HOBt), CCN=C=NCCCN(C)C (EDCI). The solvent is CN(C)C=O (DMF). Product: [Si](C)(C)(C(C)(C)C)OCCN1N=CC=2C(CCCC12)NC(C[C@H]1N(CCNC1=O)S(=O)(=O)C1=CC=C(C)C=C1)=O ((R)-N-(1-(2-(tert-butyldimethylsilyloxy)ethyl)-4,5,6,7-tetrahydro-1H-indazol-4-yl)-2-(3-oxo-1-tosylpiperazin-2-yl)acetamide). RXN SMILES: [O:1]=[C:2]1[NH:7][CH2:6][CH2:5][N:4]([S:8]([C:11]2[CH:17]=[CH:16][C:14]([CH3:15])=[CH:13][CH:12]=2)(=[O:10])=[O:9])[C@@H:3]1[CH2:18][C:19](O)=[O:20].[Si:22]([O:29][CH2:30][CH2:31][N:32]1[C:40]2[CH2:39][CH2:38][CH2:37][CH:36]([NH2:41])[C:35]=2[CH:34]=[N:33]1)([C:25]([CH3:28])([CH3:27])[CH3:26])([CH3:24])[CH3:23].C1C=CC2N(O)N=NC=2C=1.CCN=C=NCCCN(C)C>CN(C=O)C>[Si:22]([O:29][CH2:30][CH2:31][N:32]1[C:40]2[CH2:39][CH2:38][CH2:37][CH:36]([NH:41][C:19](=[O:20])[CH2:18][C@@H:3]3[C:2](=[O:1])[NH:7][CH2:6][CH2:5][N:4]3[S:8]([C:11]3[CH:12]=[CH:13][C:14]([CH3:15])=[CH:16][CH:17]=3)(=[O:10])=[O:9])[C:35]=2[CH:34]=[N:33]1)([C:25]([CH3:28])([CH3:26])[CH3:27])([CH3:24])[CH3:23]. Reported procedure: A solution of (R)-2-(3-oxo-1-tosylpiperazin-2-yl)acetic acid (624 mg, 2.0 mmol), 1-(2-(tert-butyldimethylsilyloxy)ethyl)-4,5,6,7-tetrahydro-1H-indazol-4-amine (649 mg, 2.2 mmol), HOBt (297 mg, 2.2 mmol) and EDCI (422 mg, 2.2 mmol) in 1.2 mL of DMF was stirred overnight at room temperature. After quenching with Sat. NaHCO3 solution, the reaction mixture was extracted with EtOAc. The combined organic phase was washed brine, dried over Na2SO4, and evaporated in vaco. Flash chromatography (SiO2, EtO... Starting materials: CCO, [Na], SCCCc1ccccc1, ClCCCc1c[nH]cn1. Product: c1ccc(CCCSCCCc2c[nH]cn2)cc1. RXN SMILES: [CH3:21][CH2:22][OH:23].[Na:20].[c:10]1([CH2:16][CH2:17][CH2:18][SH:19])[cH:11][cH:12][cH:13][cH:14][cH:15]1.[nH:1]1[cH:2][n:3][c:4]([CH2:6][CH2:7][CH2:8][Cl:9])[cH:5]1>>[nH:1]1[cH:2][n:3][c:4]([CH2:6][CH2:7][CH2:8][S:19][CH2:18][CH2:17][CH2:16][c:10]2[cH:11][cH:12][cH:13][cH:14][cH:15]2)[cH:5]1. Reactants: COC(=O)Cl, NCc1ccccc1. Product: COC(=O)NCc1ccccc1. Reaction SMILES: [Cl:9][C:10](=[O:11])[O:12][CH3:13].[NH2:1][CH2:2][c:3]1[cH:4][cH:5][cH:6][cH:7][cH:8]1>>[NH:1]([CH2:2][c:3]1[cH:4][cH:5][cH:6][cH:7][cH:8]1)[C:10](=[O:11])[O:12][CH3:13]. Starting materials: ice water, ClC=1C(=NC=CC1)N1N=C(C=C1C(=O)Cl)C(F)(F)F (2-(3-chloro-2-pyridyl)-5-(trifluoromethyl)pyrazole-3-carbonyl chloride), C([O-])([O-])=O.[K+].[K+] (potassium carbonate), NC1=C(C(=O)N=S(CC)CC)C=C(C=C1Cl)Cl (2-amino-3,5-dichloro-N-(diethyl-λ4-sulfanylidene)-benzamide). The solvent is C(C)#N (acetonitrile), C(C)#N (acetonitrile). Conditions: time 2.5 hour. The product is C(C)(C)OC(C)C (diisopropyl ether), ClC1=CC(=C(C(=C1)Cl)NC(=O)C=1N(N=C(C1)C(F)(F)F)C1=NC=CC=C1Cl)C(N=S(CC)CC)=O (N-[4,6-dichloro-2-[(diethyl-λ4-sulfanylidene)carbamoyl]-phenyl]-2-(3-chloro-2-pyridyl)-5-(trifluoromethyl)pyrazole-3-carboxamide). The yield is 173.6%. As a reaction SMILES: [Cl:1][C:2]1[C:3]([N:8]2[C:12]([C:13](Cl)=[O:14])=[CH:11][C:10]([C:16]([F:19])([F:18])[F:17])=[N:9]2)=[N:4][CH:5]=[CH:6][CH:7]=1.[C:20](=O)([O-])[O-].[K+].[K+].[NH2:26][C:27]1[C:40]([Cl:41])=[CH:39][C:38]([Cl:42])=[CH:37][C:28]=1[C:29]([N:31]=[S:32]([CH2:35][CH3:36])[CH2:33][CH3:34])=[O:30]>C(#N)C>[CH:27]([O:14][CH:13]([CH3:12])[CH3:20])([CH3:40])[CH3:28].[Cl:42][C:38]1[CH:39]=[C:40]([Cl:41])[C:27]([NH:26][C:13]([C:12]2[N:8]([C:3]3[C:2]([Cl:1])=[CH:7][CH:6]=[CH:5][N:4]=3)[N:9]=[C:10]([C:16]([F:19])([F:18])[F:17])[CH:11]=2)=[O:14])=[C:28]([C:29](=[O:30])[N:31]=[S:32]([CH2:35][CH3:36])[CH2:33][CH3:34])[CH:37]=1 |f:1.2.3|. Procedure: A solution of 2-(3-chloro-2-pyridyl)-5-(trifluoromethyl)pyrazole-3-carbonyl chloride (210.7 g, 0.68 mol, 1.10 equiv.) in acetonitrile (500 mL) was added at 22° C. to a suspension of potassium carbonate (103.34 g, 0.74 mol, 1.20 equiv) and 2-amino-3,5-dichloro-N-(diethyl-λ4-sulfanylidene)-benzamide (181.79 g, 0.62 mol, 1.00 equiv) in acetonitrile (2 L). After 2.5 h at this temperature, the reaction mixture was poured into ice-water with stirring. The resulting precipitate was collected by filtrat...